Task: describe an organic reaction: reactants, conditions, products, and yield. Dataset: the Open Reaction Database (ORD), a public repository of structured organic reaction records The reactants are Cl.ClCCN(C)CCCl (2-chloro-N-(2-chloroethyl)-N-methylethanamine hydrochloride), NC=1C=C(C(=O)OC)C=CC1OC (methyl 3-amino-4-methoxybenzoate), C([O-])([O-])=O.[Na+].[Na+] (sodium carbonate). Solvent: O (water), C(CCC)O (n-butanol). Reaction conditions: time 19 hour. The product is Cl.COC1=C(C=C(C(=O)OC)C=C1)N1CCN(CC1)C (Methyl 4-methoxy-3-(4-methyl-1-piperazinyl)benzoate hydrochloride). Yield: 16.0%. Reaction SMILES: Cl.[Cl:2][CH2:3][CH2:4][N:5]([CH2:7][CH2:8]Cl)[CH3:6].[NH2:10][C:11]1[CH:12]=[C:13]([CH:18]=[CH:19][C:20]=1[O:21][CH3:22])[C:14]([O:16][CH3:17])=[O:15].C(=O)([O-])[O-].[Na+].[Na+]>C(O)CCC.O>[ClH:2].[CH3:22][O:21][C:20]1[CH:19]=[CH:18][C:13]([C:14]([O:16][CH3:17])=[O:15])=[CH:12][C:11]=1[N:10]1[CH2:8][CH2:7][N:5]([CH3:6])[CH2:4][CH2:3]1 |f:0.1,3.4.5,8.9|. Reported procedure: A suspension of 2-chloro-N-(2-chloroethyl)-N-methylethanamine hydrochloride (1.92 g) and methyl 3-amino-4-methoxybenzoate (1.81 g) in n-butanol was refluxed with stirring for 19 h. Anhydrous sodium carbonate (0.54 g) was added and refluxing continued for 8.5 h. The solvent was then removed to give an oil which was taken up in water (50 ml) and 2N hydrochloric acid (50 ml) and extracted with ethyl acetate (2×50 ml). The acid solution was then basified with sodium bicarbonate and re-extracted with... The reactants are BrC=1C=CC(=NC1)OC (5-bromo-2-methoxy-pyridine), ClC1=NC=C(C=C1)C#C (2-chloro-5-ethynyl-pyridine). The product is C(#C)C=1C=CC(=NC1)OC (5-Ethynyl-2-methoxy pyridine). RXN SMILES: Br[C:2]1[CH:3]=[CH:4][C:5]([O:8][CH3:9])=[N:6][CH:7]=1.Cl[C:11]1[CH:16]=CC(C#C)=CN=1>>[C:11]([C:2]1[CH:3]=[CH:4][C:5]([O:8][CH3:9])=[N:6][CH:7]=1)#[CH:16]. Procedure: 5-Ethynyl-2-methoxy pyridine was prepared from 5-bromo-2-methoxy-pyridine (Aldrich) in the same manner as 2-chloro-5-ethynyl-pyridine (Example 1). Starting materials: FC1=C(C#N)C=CC(=C1)C1=NC(=NC(=C1)N1C[C@H](OC[C@H]1C)CO)NC (2-fluoro-4-[6-[(2S,5R)-2-(hydroxymethyl)-5-methyl-4-morpholinyl]-2-(methylamino)-4-pyrimidinyl]benzonitrile), O.NN (hydrazine monohydrate). The solvent is CCO (EtOH). Conditions: temperature 100 celsius, time 42 hour. Yields the product NC1=NNC2=CC(=CC=C12)C1=CC(=NC(=N1)NC)N1C[C@H](OC[C@H]1C)CO ({(2S,5R)-4-[6-(3-Amino-1H-indazol-6-yl)-2-(methylamino)-4-pyrimidinyl]-5-methyl-2-morpholinyl}methanol). The yield is 72.8%. Reaction SMILES: F[C:2]1[CH:9]=[C:8]([C:10]2[CH:15]=[C:14]([N:16]3[C@H:21]([CH3:22])[CH2:20][O:19][C@H:18]([CH2:23][OH:24])[CH2:17]3)[N:13]=[C:12]([NH:25][CH3:26])[N:11]=2)[CH:7]=[CH:6][C:3]=1[C:4]#[N:5].O.[NH2:28][NH2:29]>CCO>[NH2:5][C:4]1[C:3]2[C:2](=[CH:9][C:8]([C:10]3[N:11]=[C:12]([NH:25][CH3:26])[N:13]=[C:14]([N:16]4[C@H:21]([CH3:22])[CH2:20][O:19][C@H:18]([CH2:23][OH:24])[CH2:17]4)[CH:15]=3)=[CH:7][CH:6]=2)[NH:29][N:28]=1 |f:1.2|. Reported procedure: A mixture of 2-fluoro-4-[6-[(2S,5R)-2-(hydroxymethyl)-5-methyl-4-morpholinyl]-2-(methylamino)-4-pyrimidinyl]benzonitrile (151 mg, 0.42 mmol) and hydrazine monohydrate (0.41 mL, 8.44 mmol) in EtOH (4 mL) was stirred at 100° C. in a sealed tube for 42 hours. It was then cooled, filtered, and concentrated in vacuo. The residue was purified by flash chromatography (24 g SiO2, CH2Cl2 to 90/10/1 CH2Cl2/CH3OH/NH4OH gradient) to give the title compound (113 mg) as a white solid. LC-MS (ES) m/z=370 [M+H]... Reactants: C[Si](C)(C)C#CC=1C=CC(=C(C(=O)OC)C1)O (methyl 5-[(trimethylsilyl)ethynyl]-2-hydroxybenzoate), O.O.[F-].[K+] (potassium fluoride dihydrate). Run in CN(C)C=O (DMF). Conditions: time 4 hour. Yields the product C(#C)C=1C=CC(=C(C(=O)OC)C1)O (Methyl 5-ethynyl-2-hydroxybenzoate). Reaction SMILES: C[Si]([C:5]#[C:6][C:7]1[CH:8]=[CH:9][C:10]([OH:17])=[C:11]([CH:16]=1)[C:12]([O:14][CH3:15])=[O:13])(C)C.O.O.[F-].[K+]>CN(C=O)C>[C:6]([C:7]1[CH:8]=[CH:9][C:10]([OH:17])=[C:11]([CH:16]=1)[C:12]([O:14][CH3:15])=[O:13])#[CH:5] |f:1.2.3.4|. Reported procedure: A mixture of methyl 5-[(trimethylsilyl)ethynyl]-2-hydroxybenzoate (100 g, 0.57 mol) and potassium fluoride dihydrate (150 g, 1.59 mol) in DMF (600 ml) was stirred for 4 h at room temperature. The solution was extracted with ether (3×400 ml) and the combined ether extracts were washed with 1M HCl (2×200 ml) and water (2×100 ml). The ether layer was dried with Na2SO4 and evaporated to dryness. Yield 66.5 g (93% ). Reactants: ClC1=C(C=CC(=C1)F)C(=O)N1CC=2N(CC3=C1C=CC=C3)C=CC2 ((2-chloro-4-fluorophenyl)-(5H,11H-pyrrolo[2,1-c][1,4]benzodiazepin-10-yl)-methanone), N1C=NC=C1 (imidazole), [H-].[Na+] (sodium hydride), CCCCCC (hexane). Solvent: CN(C=O)C (dimethylformamide). The product is ClC1=C(C=CC(=C1)N1C=NC=C1)C(=O)N1CC=2N(CC3=C1C=CC=C3)C=CC2 ([2-Chloro-4-(1H-imidazol-1-yl)-phenyl)-(5H,11H-pyrrolo[2,1-c][1,4]benzodiazepin-10-yl)-methanone). Yield: 25.0%. Reaction SMILES: [Cl:1][C:2]1[CH:7]=[C:6](F)[CH:5]=[CH:4][C:3]=1[C:9]([N:11]1[C:17]2[CH:18]=[CH:19][CH:20]=[CH:21][C:16]=2[CH2:15][N:14]2[CH:22]=[CH:23][CH:24]=[C:13]2[CH2:12]1)=[O:10].[H-].[Na+].CCCCCC.[NH:33]1[CH:37]=[CH:36][N:35]=[CH:34]1>CN(C)C=O>[Cl:1][C:2]1[CH:7]=[C:6]([N:33]2[CH:37]=[CH:36][N:35]=[CH:34]2)[CH:5]=[CH:4][C:3]=1[C:9]([N:11]1[C:17]2[CH:18]=[CH:19][CH:20]=[CH:21][C:16]=2[CH2:15][N:14]2[CH:22]=[CH:23][CH:24]=[C:13]2[CH2:12]1)=[O:10] |f:1.2|. Reported procedure: In the manner of Example 9's Method 1, employing (2-chloro-4-fluorophenyl)-(5H,11H-pyrrolo[2,1-c][1,4]benzodiazepin-10-yl)-methanone (2.0 g), 60% sodium hydride in oil (0.50 g, degreased with hexane), imidazole (0.50 g) and dimethylformamide (25 ml), the tide compound (0.57 g) was obtained as a tan amorphous solid, MS, n/z: 389 (M+H)+. The reactants are [N+](=O)([O-])C=1C=C(NC1)C(=O)OCC (ethyl 4-nitropyrrole-2-carboxylate), S(=O)(=O)(Cl)Cl (sulfuryl chloride). Run in C(C)(=O)O (acetic acid). The product is ClC1=C(C=C(N1)C(=O)OCC)[N+](=O)[O-] (ethyl 5-chloro-4-nitropyrrole-2-carboxylate). The yield is 35.3%. As a reaction SMILES: [N+:1]([C:4]1[CH:5]=[C:6]([C:9]([O:11][CH2:12][CH3:13])=[O:10])[NH:7][CH:8]=1)([O-:3])=[O:2].S(Cl)([Cl:17])(=O)=O>C(O)(=O)C>[Cl:17][C:8]1[NH:7][C:6]([C:9]([O:11][CH2:12][CH3:13])=[O:10])=[CH:5][C:4]=1[N+:1]([O-:3])=[O:2]. Procedure: A stirred solution of 5.0 grams (0.0272 mole) of ethyl 4-nitropyrrole-2-carboxylate (commercially available) and 5.5 grams (0.0408 mole) of sulfuryl chloride in 150 mL of acetic acid was warmed to 80° C., where it was maintained during a 3.5-hour period. After this time the reaction mixture was allowed to cool to ambient temperature as it stirred during an 18-hour period. The reaction mixture was concentrated under reduced pressure to a residue, and the residue was stirred with 250 mL of ethyl a...